Dataset: the Open Reaction Database (ORD), a public repository of structured organic reaction records. Task: describe an organic reaction: reactants, conditions, products, and yield Starting materials: CC(C)(C)[O-], CS(C)=O, CC1(Cl)C2CCC3(OCCO3)C21, [K+]. The product is C=C1C2CCC3(OCCO3)C12. As a reaction SMILES: [CH3:13][C:14]([CH3:15])([O-:16])[CH3:17].[CH3:19][S:20]([CH3:21])=[O:22].[Cl:1][C:2]1([CH3:12])[CH:3]2[CH2:4][CH2:5][C:6]3([CH:7]12)[O:8][CH2:9][CH2:10][O:11]3.[K+:18]>>[C:2]1(=[CH2:12])[CH:3]2[CH2:4][CH2:5][C:6]3([CH:7]12)[O:8][CH2:9][CH2:10][O:11]3. Starting materials: C(C)C=1OCCN1 (2-ethyl-2-oxazoline), C=O (paraformaldehyde). Solvent: O (water). The product is OCC(C)C=1OCCN1 (2-(α-hydroxymethylethyl)-2-oxazoline). Isolated yield 96.0%. As a reaction SMILES: [CH2:1]([C:3]1[O:4][CH2:5][CH2:6][N:7]=1)[CH3:2].[CH2:8]=[O:9]>O>[OH:9][CH2:8][CH:1]([C:3]1[O:4][CH2:5][CH2:6][N:7]=1)[CH3:2]. Procedure details: As an example, step A was conducted by reacting 2-ethyl-2-oxazoline (4 moles) having less than 1,000 ppm of water with paraformaldehyde (1 mole) at a reaction temperature of 100° C. for approximately 5.5 hours. The excess oxazoline reactant was removed along with water as "overheads" by fractional distillation of the reaction product, leaving the 2-(α-hydroxymethylethyl)-2-oxazoline in approximately 96 percent yield. Step C was then conducted by continuously adding the 2-(α-hydroxymethylethyl)-2... Starting materials: C1(=NC(=O)NC(=O)N1)N (ammelide), C1(=NC(=O)N=C(N1)N)N (ammeline). The product is N1C(=O)NC(=O)NC1=O (cyanuric acid). Yield: 6.0%. Reaction SMILES: [C:1]1(N)[NH:8][C:6](=[O:7])[NH:5][C:3](=[O:4])[N:2]=1.C1(N)NC(N)=NC(=[O:13])N=1>>[NH:8]1[C:1](=[O:13])[NH:2][C:3](=[O:4])[NH:5][C:6]1=[O:7]. Reported procedure: The procedure of Example 10 was repeated with a 1-liter glass reactor and a nitrogen purge prior to the urea addition. After a two-hour stirring period, the crude cyanuric acid in the cooled slurry showed no sign of hydration at which time the slurry was vacuum filtered. The filter cake was then washed with water at which time the cyanuric acid hydrated. The hardened hydrated product was crushed and dried in an oven to produce a 93% yield of anhydrous cyanuric acid having an assay of 99+% purity...